From a dataset of the Open Reaction Database (ORD), a public repository of structured organic reaction records. describe an organic reaction: reactants, conditions, products, and yield Starting materials: N#Cc1cccnc1Oc1cccnc1Cl, N#Cc1cccnc1Oc1cnc(Cl)c(F)c1. Product: NCc1cccnc1Oc1cnc(Cl)c(F)c1. As a reaction SMILES: [Cl:18][c:19]1[c:20]([O:21][c:22]2[n:23][cH:24][cH:25][cH:26][c:27]2[C:28]#[N:29])[cH:30][cH:31][cH:32][n:33]1.[Cl:1][c:2]1[c:3]([F:17])[cH:4][c:5]([O:8][c:9]2[c:10]([C:11]#[N:12])[cH:13][cH:14][cH:15][n:16]2)[cH:6][n:7]1>>[Cl:1][c:2]1[c:3]([F:17])[cH:4][c:5]([O:8][c:9]2[c:10]([CH2:11][NH2:12])[cH:13][cH:14][cH:15][n:16]2)[cH:6][n:7]1. Reactants: O=C([O-])[O-], C=CCNCC, CCOc1cc(C(=O)O)cc(C(=O)OC)c1, Cc1ccccc1, ClCCl, Cl, [Na+], [Na+], CN(C)C=O, O=S(Cl)Cl. The product is C=CCN(CC)C(=O)c1cc(OCC)cc(C(=O)OC)c1. Reaction SMILES: [C:21](=[O:22])([O-:23])[O-:24].[CH2:28]([CH:29]=[CH2:30])[NH:31][CH2:32][CH3:33].[CH3:1][O:2][C:3]([c:4]1[cH:5][c:6]([C:7](=[O:8])[OH:9])[cH:10][c:11]([O:13][CH2:14][CH3:15])[cH:12]1)=[O:16].[CH3:42][c:43]1[cH:44][cH:45][cH:46][cH:47][cH:48]1.[Cl:34][CH2:35][Cl:36].[ClH:27].[Na+:25].[Na+:26].[O:37]=[CH:38][N:39]([CH3:40])[CH3:41].[S:17]([Cl:18])([Cl:19])=[O:20]>>[CH3:1][O:2][C:3]([c:4]1[cH:5][c:6]([C:7](=[O:9])[N:31]([CH2:28][CH:29]=[CH2:30])[CH2:32][CH3:33])[cH:10][c:11]([O:13][CH2:14][CH3:15])[cH:12]1)=[O:16].